Dataset: the Open Reaction Database (ORD), a public repository of structured organic reaction records. Task: describe an organic reaction: reactants, conditions, products, and yield Starting materials: CCCCCCCCCCOc1ccc(-c2ccc(C#CC(C)(C)O)cc2)cc1, Cc1ccccc1, [Na+], [OH-]. Product: C#Cc1ccc(-c2ccc(OCCCCCCCCCC)cc2)cc1. RXN SMILES: [CH2:1]([CH2:2][CH2:3][CH2:4][CH2:5][CH2:6][CH2:7][CH2:8][CH2:9][CH3:10])[O:11][c:12]1[cH:13][cH:14][c:15](-[c:18]2[cH:19][cH:20][c:21]([C:24]#[C:25][C:26]([OH:27])([CH3:28])[CH3:29])[cH:22][cH:23]2)[cH:16][cH:17]1.[CH3:32][c:33]1[cH:34][cH:35][cH:36][cH:37][cH:38]1.[Na+:31].[OH-:30]>>[CH2:1]([CH2:2][CH2:3][CH2:4][CH2:5][CH2:6][CH2:7][CH2:8][CH2:9][CH3:10])[O:11][c:12]1[cH:13][cH:14][c:15](-[c:18]2[cH:19][cH:20][c:21]([C:24]#[CH:25])[cH:22][cH:23]2)[cH:16][cH:17]1. Procedure: 7-[(2S,4R)-4-t-Butyldimethylsilyloxy-1-(4-nitrobenzyloxycarbonyl)pyrrolidin-2-yl]carbonyl-2-(tri-n-butylstannyl)imidazo[5,1-b]thiazole (1.15 g) was dissolved in 10 ml of a 1.6 N hydrochloric acid/methanol solution to prepare a solution which was stirred under ice cooling for 30 min. An aqueous potassium carbonate solution was added to the reaction solution, and the mixture was extracted with dichloromethane, followed by washing with brine. The organic layer was dried over anhydrous magnesium sul... The reactants are [Si](C)(C)(C(C)(C)C)O[C@@H]1C[C@H](N(C1)C(=O)OCC1=CC=C(C=C1)[N+](=O)[O-])C(=O)C=1N=CN2C1SC(=C2)[Sn](CCCC)(CCCC)CCCC (7-[(2S,4R)-4-t-Butyldimethylsilyloxy-1-(4-nitrobenzyloxycarbonyl)pyrrolidin-2-yl]carbonyl-2-(tri-n-butylstannyl)imidazo[5,1-b]thiazole), C([O-])([O-])=O.[K+].[K+] (potassium carbonate). Product: O[C@@H]1C[C@H](N(C1)C(=O)OCC1=CC=C(C=C1)[N+](=O)[O-])C(=O)C=1N=CN2C1SC=C2 (7-[(2S,4R)-4-hydroxy-1-(4-nitrobenzyloxycarbonyl)pyrrolidin-2-yl]carbonylimidazo[5,1-b]thiazole). Solvent: Cl.CO (hydrochloric acid methanol). Run at time 30 minute. RXN SMILES: [Si]([O:8][C@H:9]1[CH2:13][N:12]([C:14]([O:16][CH2:17][C:18]2[CH:23]=[CH:22][C:21]([N+:24]([O-:26])=[O:25])=[CH:20][CH:19]=2)=[O:15])[C@H:11]([C:27]([C:29]2[N:30]=[CH:31][N:32]3[CH:36]=[C:35]([Sn](CCCC)(CCCC)CCCC)[S:34][C:33]=23)=[O:28])[CH2:10]1)(C(C)(C)C)(C)C.C(=O)([O-])[O-].[K+].[K+]>Cl.CO>[OH:8][C@H:9]1[CH2:13][N:12]([C:14]([O:16][CH2:17][C:18]2[CH:23]=[CH:22][C:21]([N+:24]([O-:26])=[O:25])=[CH:20][CH:19]=2)=[O:15])[C@H:11]([C:27]([C:29]2[N:30]=[CH:31][N:32]3[CH:36]=[CH:35][S:34][C:33]=23)=[O:28])[CH2:10]1 |f:1.2.3,4.5|. Isolated yield 146.0%. The reactants are Br, CC(=O)[O-], [Na+], O, CC(O)Cc1c(O)c2cccnc2n(-c2ccccc2)c1=O. The product is CC1Cc2c(c3cccnc3n(-c3ccccc3)c2=O)O1. As a reaction SMILES: [BrH:29].[CH3:25][C:26](=[O:27])[O-:28].[Na+:24].[OH2:23].[OH:1][c:2]1[c:3]([CH2:19][CH:20]([CH3:21])[OH:22])[c:4](=[O:18])[n:5](-[c:12]2[cH:13][cH:14][cH:15][cH:16][cH:17]2)[c:6]2[n:7][cH:8][cH:9][cH:10][c:11]12>>[c:2]12[c:3]([c:4](=[O:18])[n:5](-[c:12]3[cH:13][cH:14][cH:15][cH:16][cH:17]3)[c:6]3[n:7][cH:8][cH:9][cH:10][c:11]13)[CH2:19][CH:20]([CH3:21])[O:22]2. Starting materials: NCCSCC=1SC=CN1 (2-[(2-aminoethyl)thiomethyl]thiazole), C(C1=CC=CC=C1)(=O)N=C=S (benzoyl isothiocyanate). The product is C(C1=CC=CC=C1)(=O)NC(=S)NCCSCC=1SC=CN1 (N-benzoyl-N'-[2-(2-thiazolylmethylthio)ethyl]thiourea). As a reaction SMILES: [NH2:1][CH2:2][CH2:3][S:4][CH2:5][C:6]1[S:7][CH:8]=[CH:9][N:10]=1.[C:11]([N:19]=[C:20]=[S:21])(=[O:18])[C:12]1[CH:17]=[CH:16][CH:15]=[CH:14][CH:13]=1>>[C:11]([NH:19][C:20]([NH:1][CH2:2][CH2:3][S:4][CH2:5][C:6]1[S:7][CH:8]=[CH:9][N:10]=1)=[S:21])(=[O:18])[C:12]1[CH:17]=[CH:16][CH:15]=[CH:14][CH:13]=1. Procedure details: By the procedure of Example 18, 2-[(2-aminoethyl)thiomethyl]thiazole is reacted with benzoyl isothiocyanate to give N-benzoyl-N'-[2-(2-thiazolylmethylthio)ethyl]thiourea. Removing the benzoyl group by the procedure of Example 18 gives N-[2-(2-thiazolylmethylthio)ethyl]thiourea. Treating this compound with hydrobromic acid gives the hydrobromide salt.